From a dataset of the Open Reaction Database (ORD), a public repository of structured organic reaction records. describe an organic reaction: reactants, conditions, products, and yield Reactants: C(C1=CC=CC=C1)N1C(=CC2=CC=C(C=C12)OC)C(C)C (1-benzyl-2-isopropyl-6-methoxy-1H-indole), C(C1=CC=CC=C1)N1C(=CC2=CC=C(C=C12)OC)C(C)C (1-benzyl-2-isopropyl-6-methoxy-1H-indole), CN(C)C=O (DMF), O=P(Cl)(Cl)Cl (POCl3), CN(C)C=O (DMF). Solvent: CCOC(=O)C (EtOAc). Conditions: time 30 minute. Product: C(C1=CC=CC=C1)N1C(=C(C2=CC=C(C=C12)OC)C=O)C(C)C (1-Benzyl-2-isopropyl-6-methoxy-1H-indole-3-carbaldehyde). As a reaction SMILES: O=P(Cl)(Cl)Cl.[CH2:6]([N:13]1[C:21]2[C:16](=[CH:17][CH:18]=[C:19]([O:22][CH3:23])[CH:20]=2)[CH:15]=[C:14]1[CH:24]([CH3:26])[CH3:25])[C:7]1[CH:12]=[CH:11][CH:10]=[CH:9][CH:8]=1.CN([CH:30]=[O:31])C>CCOC(C)=O>[CH2:6]([N:13]1[C:21]2[C:16](=[CH:17][CH:18]=[C:19]([O:22][CH3:23])[CH:20]=2)[C:15]([CH:30]=[O:31])=[C:14]1[CH:24]([CH3:26])[CH3:25])[C:7]1[CH:8]=[CH:9][CH:10]=[CH:11][CH:12]=1. Procedure details: POCl3 (0.48 ml, 5.23 mmol) was added dropwise to anhydrous DMF (2 ml) at 0° C. under argon. After stirred for 30 min, this solution was added dropwise to a solution of 1-benzyl-2-isopropyl-6-methoxy-1H-indole (Compound 4, 583 mg, 2.09 mmol) in anhydrous DMF (8 ml) at 0° C. under argon. The reaction was stirred for 1 h at 0° C. and 30 min at room temperature, diluted with EtOAc, washed with aqueous NaHCO3, brine, dried over Na2SO4, and concentrated in vacuo. The residue was purified by chromatogr... The reactants are O (H2O), CCN=C=NCCCN(C)C (EDCI), CC(CC(C(=O)O)CSC(C)=O)C (4-methyl-2-acetylthiomethylpentanoic acid), O=C1NCCCCCCN2C=3C=CC=CC3C(CC1)=C2 (9-oxo-1,8-diaza-tricyclo[10.6.1.013,18 ]nonadeca-12(19),13(18),14,16-tetraene), C=1C=CC2=C(C1)N=NN2O (HOBt). Run in CN(C)C=O (DMF), C(C)(=O)OCC (ethyl acetate). Reaction conditions: time 8 hour. Product: C(C)(=O)SCC(C(=O)N[C@@H]1C(NCCCCCCN2C=3C=CC=CC3C(C1)=C2)=O)CC(C)C ((10S)-2-acetylthiomethyl-4-methyl-N-(9-oxo-1,8-diaza-tricyclo[10.6.1.013,18 ]nonadeca-12(19),13(18),14,16-tetraen-10-yl)pentanamide). Yield: 85.0%. Reaction SMILES: [CH3:1][CH:2]([CH3:13])[CH2:3][CH:4]([CH2:8][S:9][C:10](=[O:12])[CH3:11])[C:5]([OH:7])=O.[O:14]=[C:15]1[CH2:32][CH2:31][C:30]2=[CH:33][N:23]([C:24]3[CH:25]=[CH:26][CH:27]=[CH:28][C:29]=32)[CH2:22][CH2:21][CH2:20][CH2:19][CH2:18][CH2:17][NH:16]1.C1C=CC2N(O)N=[N:40]C=2C=1.O.CCN=C=NCCCN(C)C>CN(C=O)C.C(OCC)(=O)C>[C:10]([S:9][CH2:8][CH:4]([CH2:3][CH:2]([CH3:1])[CH3:13])[C:5]([NH:40][C@H:32]1[CH2:31][C:30]2=[CH:33][N:23]([C:24]3[CH:25]=[CH:26][CH:27]=[CH:28][C:29]=32)[CH2:22][CH2:21][CH2:20][CH2:19][CH2:18][CH2:17][NH:16][C:15]1=[O:14])=[O:7])(=[O:12])[CH3:11]. Procedure details: To a solution of 4-methyl-2-acetylthiomethylpentanoic acid (612 mg, 3 mmol), (10S)-10-amino-(9-oxo-1,8-diaza-tricyclo[10.6.1.013,18 ]nonadeca-12(19),13(18),14,16-tetraene (427 mg, 1.5 mmol), and HOBt.H2O (230 mg, 1.5 mmol) in dry DMF (30 mL) under argon at room temperature was added EDCI (863 mg, 4.5 mmol) in one portion. After stirring overnight, DMF was removed at 30° C. under high vacuum to give a yellowish semi-solid. It was dissolved in ethyl acetate (50 mL), washed with 1N HCl (30 mL), 5% ... The reactants are O=Cc1ccc(Br)cc1F, CCC[Mg+], [Cl-], C1CCOC1. Yields the product CCCC(O)c1ccc(Br)cc1F. As a reaction SMILES: [Br:1][c:2]1[cH:3][c:4]([F:10])[c:5]([CH:6]=[O:7])[cH:8][cH:9]1.[CH2:12]([CH2:13][CH3:14])[Mg+:15].[Cl-:11].[O:16]1[CH2:17][CH2:18][CH2:19][CH2:20]1>>[Br:1][c:2]1[cH:3][c:4]([F:10])[c:5]([CH:6]([OH:7])[CH2:12][CH2:13][CH3:14])[cH:8][cH:9]1. Reactants: C(C)OC(CCC1=CC=C(C=C1)N)=O (3-(4-aminophenyl)propionic acid ethyl ester), N(=O)[O-].[Na+] (NaNO2), O.O.Cl[Sn]Cl (SnCl2.2H2O). Solvent: Cl (HCl), Cl (HCl). Run at time 1 hour. Product: C(C)OC(CCC1=CC=C(C=C1)NN)=O (3-(4-hydrazinophenyl)propionic acid ethyl ester). RXN SMILES: [CH2:1]([O:3][C:4](=[O:14])[CH2:5][CH2:6][C:7]1[CH:12]=[CH:11][C:10]([NH2:13])=[CH:9][CH:8]=1)[CH3:2].[N:15]([O-])=O.[Na+].O.O.Cl[Sn]Cl>Cl>[CH2:1]([O:3][C:4](=[O:14])[CH2:5][CH2:6][C:7]1[CH:8]=[CH:9][C:10]([NH:13][NH2:15])=[CH:11][CH:12]=1)[CH3:2] |f:1.2,3.4.5|. Procedure: To a solution of 3-(4-aminophenyl)propionic acid ethyl ester (14 g, 72.5 mmol) in conc. HCl (200 mL) was added aqueous (10 mL) NaNO2 (5 g, 72.5 mmol) at 0° C. and the resulting mixture was stirred for 1 h. A solution of SnCl2.2H2O (33 g, 145 mmol) in conc. HCl (150 mL) was then added at 0° C. The reaction solution was stirred for an additional 2 h at RT. The precipitate was filtered and washed with EtOH and Et2O to yield 3-(4-hydrazinophenyl)propionic acid ethyl ester as a white solid, which was...